Dataset: the Open Reaction Database (ORD), a public repository of structured organic reaction records. Task: describe an organic reaction: reactants, conditions, products, and yield Reactants: CCO, CCOC(=O)C(C)Oc1ccc(N(C)c2cc3ccc(Cl)cc3c(Cl)n2)cc1. Yields the product CC(Oc1ccc(N(C)c2cc3ccc(Cl)cc3c(Cl)n2)cc1)C(=O)O. Reaction SMILES: [CH3:29][CH2:30][OH:31].[Cl:1][c:2]1[n:3][c:4]([N:13]([CH3:14])[c:15]2[cH:16][cH:17][c:18]([O:19][CH:20]([C:21](=[O:22])[O:23][CH2:24][CH3:25])[CH3:26])[cH:27][cH:28]2)[cH:5][c:6]2[cH:7][cH:8][c:9]([Cl:12])[cH:10][c:11]12>>[Cl:1][c:2]1[n:3][c:4]([N:13]([CH3:14])[c:15]2[cH:16][cH:17][c:18]([O:19][CH:20]([C:21](=[O:22])[OH:23])[CH3:26])[cH:27][cH:28]2)[cH:5][c:6]2[cH:7][cH:8][c:9]([Cl:12])[cH:10][c:11]12. Starting materials: [BH4-].[Na+] (Sodium borohydride), C(CCCCCCCCC)OC=1C=C(C=O)C=CC1OCCCCCCCCCC (3,4-Didecyloxybenzaldehyde), [Cl-].[NH4+] (ammonium chloride). The solvent is C1CCOC1 (THF), CO (methanol). Reaction conditions: time 30 minute. The product is C(CCCCCCCCC)OC=1C=C(CO)C=CC1OCCCCCCCCCC (3,4-didecyloxybenzyl alcohol). The yield is 84.0%. Reaction SMILES: [CH2:1]([O:11][C:12]1[CH:13]=[C:14]([CH:17]=[CH:18][C:19]=1[O:20][CH2:21][CH2:22][CH2:23][CH2:24][CH2:25][CH2:26][CH2:27][CH2:28][CH2:29][CH3:30])[CH:15]=[O:16])[CH2:2][CH2:3][CH2:4][CH2:5][CH2:6][CH2:7][CH2:8][CH2:9][CH3:10].[BH4-].[Na+].[Cl-].[NH4+]>CO.C1COCC1>[CH2:1]([O:11][C:12]1[CH:13]=[C:14]([CH:17]=[CH:18][C:19]=1[O:20][CH2:21][CH2:22][CH2:23][CH2:24][CH2:25][CH2:26][CH2:27][CH2:28][CH2:29][CH3:30])[CH2:15][OH:16])[CH2:2][CH2:3][CH2:4][CH2:5][CH2:6][CH2:7][CH2:8][CH2:9][CH3:10] |f:1.2,3.4|. Procedure details: 3,4-Didecyloxybenzaldehyde (6.78 g., 16.2 mmol, 1 equiv.) is dissolved in 44 mL of methanol and 20 mL of THF. Sodium borohydride (0.613 g., 16.2 mmol, 1 equiv.) is added in portions. The mixture is stirred for 30 minutes at room temperature. The solution is poured into saturated ammonium chloride solution, and then extracted twice with EtOAc. The organic extracts are washed with brine, dried (MgSO4), and evaporated. Chromatography on silica gel using 10%-20% EtOAc/hexane affords 3,4-didecyloxybe... The yield is 93.1%. As a reaction SMILES: [C:1]1([NH:7][NH2:8])[CH:6]=[CH:5][CH:4]=[CH:3][CH:2]=1.[C:9]([C:13]1[CH:20]=[CH:19][C:16]([CH:17]=O)=[CH:15][CH:14]=1)([CH3:12])([CH3:11])[CH3:10].C(O)C>CO>[C:1]1([NH:7][N:8]=[CH:17][C:16]2[CH:19]=[CH:20][C:13]([C:9]([CH3:12])([CH3:11])[CH3:10])=[CH:14][CH:15]=2)[CH:6]=[CH:5][CH:4]=[CH:3][CH:2]=1. The product is C1(=CC=CC=C1)NN=CC1=CC=C(C=C1)C(C)(C)C (4-tert-butylbenzaldehyde-phenylhydrazone). The solvent is CO (methanol). Reactants: C1(=CC=CC=C1)NN (phenylhydrazine), C(C)(C)(C)C1=CC=C(C=O)C=C1 (4-tert-butylbenzaldehyde), C(C)O (ethanol). Reported procedure: In 20 ml of methanol was dissolved 2.18 g of phenylhydrazine. While metering, 3.24 g of 4-tert-butylbenzaldehyde was added dropwise to the solution. Reaction quickly took place. With heat release, the entire solution solidified. 5 ml of ethanol was added to the mass and the crystals were washed and collected by suction filtration. The crystals were washed with a small amount of methanol and dried in vacuum for 1.5 hours, obtaining 4.69 g (yield 93%) of pale yellow crystals. Starting materials: C(C)(=O)O (acetic acid), C(C)(C)(C)OC(=O)N1CC(CC1)=O (3-oxopyrrolidine-1-carboxylic acid tert-butyl ester), ClC=1C=C(C=CC1Cl)NC1=CC=CC=C1 ((3,4-dichlorophenyl)phenylamine), C(C)(=O)O[BH-](OC(C)=O)OC(C)=O.[Na+] (sodium triacetoxyborohydride). Run in ClCCl (Dichloromethane). Yields the product Cl.Cl.ClC=1C=C(C=CC1Cl)N(C1CNCC1)C1=CC=CC=C1 ((3,4-dichlorophenyl)phenylpyrrolidin-3-ylamine dihydrochloride). The yield is 10.0%. RXN SMILES: C(O)(=O)C.C(OC([N:12]1[CH2:16][CH2:15][C:14](=O)[CH2:13]1)=O)(C)(C)C.[Cl:18][C:19]1[CH:20]=[C:21]([NH:26][C:27]2[CH:32]=[CH:31][CH:30]=[CH:29][CH:28]=2)[CH:22]=[CH:23][C:24]=1[Cl:25].C(O[BH-](OC(=O)C)OC(=O)C)(=O)C.[Na+]>ClCCl>[ClH:18].[ClH:18].[Cl:18][C:19]1[CH:20]=[C:21]([N:26]([C:27]2[CH:32]=[CH:31][CH:30]=[CH:29][CH:28]=2)[CH:14]2[CH2:15][CH2:16][NH:12][CH2:13]2)[CH:22]=[CH:23][C:24]=1[Cl:25] |f:3.4,6.7.8|. Procedure: An acetic acid solution (15 ml) containing 3-oxopyrrolidine-1-carboxylic acid tert-butyl ester (0.67 g) and (3,4-dichlorophenyl)phenylamine (0.94 g) was stirred at room temperature over night. To the mixture was added 1.5 g of sodium triacetoxyborohydride, followed by stirring at room temperature for 8 hours. Dichloromethane was added to the reaction solution and washed with water, followed by drying over magnesium sulfate. The solvent was distilled off under reduced pressure, and the residue wa... The reactants are C, CCCC1CCC(CCC2CC=C(c3ccccc3)CC2)CC1, CCO, Cc1ccccc1, [Pd]. Product: CCCC1CCC(CCC2CCC(c3ccccc3)CC2)CC1. As a reaction SMILES: [C:27].[CH2:4]([CH2:5][CH3:6])[CH:7]1[CH2:8][CH2:9][CH:10]([CH2:13][CH2:14][CH:15]2[CH2:16][CH:17]=[C:18]([c:21]3[cH:22][cH:23][cH:24][cH:25][cH:26]3)[CH2:19][CH2:20]2)[CH2:11][CH2:12]1.[CH3:1][CH2:2][OH:3].[CH3:29][c:30]1[cH:31][cH:32][cH:33][cH:34][cH:35]1.[Pd:28]>>[CH2:4]([CH2:5][CH3:6])[CH:7]1[CH2:8][CH2:9][CH:10]([CH2:13][CH2:14][CH:15]2[CH2:16][CH2:17][CH:18]([c:21]3[cH:22][cH:23][cH:24][cH:25][cH:26]3)[CH2:19][CH2:20]2)[CH2:11][CH2:12]1. Starting materials: Cc1n[nH]c2ncc(Br)cc12, [Li]C(C)(C)C, C1CCOC1, CN(C)C=O. The product is Cc1n[nH]c2ncc(C=O)cc12. As a reaction SMILES: [Br:6][c:7]1[cH:8][c:9]2[c:10]([n:11][cH:12]1)[nH:13][n:14][c:15]2[CH3:16].[C:1]([Li:2])([CH3:3])([CH3:4])[CH3:5].[CH2:22]1[O:23][CH2:24][CH2:25][CH2:26]1.[O:17]=[CH:18][N:19]([CH3:20])[CH3:21]>>[c:7]1([CH:18]=[O:17])[cH:8][c:9]2[c:10]([n:11][cH:12]1)[nH:13][n:14][c:15]2[CH3:16]. The reactants are P(=O)([O-])([O-])[O-] (phosphate), CC1=NN=C(O1)S (5-methyl-1,3,4-oxadiazole-2-thiol), C(CC(=O)C)(=O)NC1[C@@H]2N(C(=C(CS2)COC(C)=O)C(=O)O)C1=O (7-acetoacetamido-3-acetoxymethyl-3-cephem-4-carboxylic acid), C(O)([O-])=O.[Na+] (sodium hydrogen carbonate), P(O)(O)(O)=O (phosphoric acid). Solvent: C(C)(=O)OCC (ethyl acetate), O (water). Product: C(CC(=O)C)(=O)NC1[C@@H]2N(C(=C(CS2)CSC=2OC(=NN2)C)C(=O)O)C1=O (7-acetoacetamido-3-(5-methyl-1,3,4-oxadiazol-2-yl)thiomethyl-3-cephem-4-carboxylic acid), crystals. Yield: 48.0%. RXN SMILES: [C:1]([NH:7][CH:8]1[C:23](=[O:24])[N:10]2[C:11]([C:20]([OH:22])=[O:21])=[C:12]([CH2:15]OC(=O)C)[CH2:13][S:14][C@H:9]12)(=[O:6])[CH2:2][C:3]([CH3:5])=[O:4].C(=O)([O-])O.[Na+].[CH3:30][C:31]1[O:35][C:34]([SH:36])=[N:33][N:32]=1.P([O-])([O-])([O-])=O.P(=O)(O)(O)O>O.C(OCC)(=O)C>[C:1]([NH:7][CH:8]1[C:23](=[O:24])[N:10]2[C:11]([C:20]([OH:22])=[O:21])=[C:12]([CH2:15][S:36][C:34]3[O:35][C:31]([CH3:30])=[N:32][N:33]=3)[CH2:13][S:14][C@H:9]12)(=[O:6])[CH2:2][C:3]([CH3:5])=[O:4] |f:1.2|. Reported procedure: A mixture of 0.178 g. of 7-acetoacetamido-3-acetoxymethyl-3-cephem-4-carboxylic acid, 0.42 g. of sodium hydrogen carbonate, 0.64 g. of 5-methyl-1,3,4-oxadiazole-2-thiol and 10 ml. of a phosphate buffer of pH 6.4 is heated at 55°-60° C for 16 hours. After cooling, the reaction mixture is shaken with ethyl acetate and the water layer is taken, adjusted to pH 2 with 50 % phosphoric acid and extracted three times with ethyl acetate. The extracts are pooled, washed with water and dehydrated over sodi... The reactants are CSC(=NCCN1CCC(C(=O)c2ccc(F)cc2)CC1)NC#N, CC(C)N, CS, CCO. Yields the product CC(C)N=C(NC#N)NCCN1CCC(C(=O)c2ccc(F)cc2)CC1. As a reaction SMILES: [C:1](#[N:2])[NH:3][C:4]([S:5][CH3:6])=[N:7][CH2:8][CH2:9][N:10]1[CH2:11][CH2:12][CH:13]([C:16]([c:17]2[cH:18][cH:19][c:20]([F:23])[cH:21][cH:22]2)=[O:24])[CH2:14][CH2:15]1.[CH3:25][CH:26]([CH3:27])[NH2:28].[CH3:29][SH:30].[CH3:31][CH2:32][OH:33]>>[C:1](#[N:2])[NH:3][C:4]([NH:7][CH2:8][CH2:9][N:10]1[CH2:11][CH2:12][CH:13]([C:16]([c:17]2[cH:18][cH:19][c:20]([F:23])[cH:21][cH:22]2)=[O:24])[CH2:14][CH2:15]1)=[N:28][CH:26]([CH3:25])[CH3:27]. Starting materials: C1(=CC=CC=C1)C(C(C)=O)C1=CC=CC=C1 (1,1-diphenyl-2-propanone), CC1(CNC(NC1)=S)C (tetrahydro-5,5-dimethyl-2(1H)-pyrimidinethione), BrCC(C(C1=CC=CC=C1)C1=CC=CC=C1)=O (1-bromo-3,3-diphenyl-2-propanone), BrCC(C(C1=CC=CC=C1)C1=CC=CC=C1)=O (1-bromo-3,3-diphenyl-2-propanone). Solvent: CC(=O)C (acetone), CC(=O)C (acetone). Conditions: time 24 hour. Product: Br.C1(=CC=CC=C1)C(C1(CSC=2N1CC(CN2)(C)C)O)C2=CC=CC=C2 (3-Diphenylmethyl-2,3,6,7-tetrahydro-6,6-dimethyl-5H-thiazolo[3,2-a]pyrimidin-3-ol hydrobromide). Reaction SMILES: [C:1]1([CH:7]([C:11]2[CH:16]=[CH:15][CH:14]=[CH:13][CH:12]=2)[C:8](=[O:10])[CH3:9])[CH:6]=[CH:5][CH:4]=[CH:3][CH:2]=1.[Br:17]CC(=O)C(C1C=CC=CC=1)C1C=CC=CC=1.[CH3:34][C:35]1([CH3:42])[CH2:40][NH:39][C:38](=[S:41])[NH:37][CH2:36]1>CC(C)=O>[BrH:17].[C:11]1([CH:7]([C:1]2[CH:2]=[CH:3][CH:4]=[CH:5][CH:6]=2)[C:8]2([OH:10])[N:39]3[CH2:40][C:35]([CH3:42])([CH3:34])[CH2:36][N:37]=[C:38]3[S:41][CH2:9]2)[CH:12]=[CH:13][CH:14]=[CH:15][CH:16]=1 |f:4.5|. Reported procedure: A 2.1 g. portion of 1,1-diphenyl-2-propanone is converted to 1-bromo-3,3-diphenyl-2-propanone as described in Example 22. This 1-bromo-3,3-diphenyl-2-propanone is dissolved in 15 ml. of acetone and added to a boiling mixture of 1.0 g. of tetrahydro-5,5-dimethyl-2(1H)-pyrimidinethione in 50 ml. of acetone. The mixture is allowed to stand at room temperature for 24 hours and the resulting solid is collected by filtration, giving the desired product, m.p. 259°-261° C. Starting materials: CCOC(C)=O, ClCCCl, O, CCOC(=O)c1cccc(NC(=O)NC2CNc3ccc(C)cc3N(CC(=O)c3ccccc3C)C2=O)c1, c1ccncc1, O=C(Cl)c1cccs1. The product is CCOC(=O)c1cccc(NC(=O)NC2CN(C(=O)c3cccs3)c3ccc(C)cc3N(CC(=O)c3ccccc3C)C2=O)c1. RXN SMILES: [CH3:58][CH2:59][O:60][C:61](=[O:62])[CH3:63].[Cl:54][CH2:55][CH2:56][Cl:57].[OH2:53].[c:1]1([CH3:38])[c:2]([C:7](=[O:8])[CH2:9][N:10]2[C:11](=[O:37])[CH:12]([NH:22][C:23](=[O:24])[NH:25][c:26]3[cH:27][c:28]([C:32](=[O:33])[O:34][CH2:35][CH3:36])[cH:29][cH:30][cH:31]3)[CH2:13][NH:14][c:15]3[c:16]2[cH:17][c:18]([CH3:21])[cH:19][cH:20]3)[cH:3][cH:4][cH:5][cH:6]1.[cH:47]1[cH:48][cH:49][n:50][cH:51][cH:52]1.[s:39]1[c:40]([C:44](=[O:45])[Cl:46])[cH:41][cH:42][cH:43]1>>[c:1]1([CH3:38])[c:2]([C:7](=[O:8])[CH2:9][N:10]2[C:11](=[O:37])[CH:12]([NH:22][C:23](=[O:24])[NH:25][c:26]3[cH:27][c:28]([C:32](=[O:33])[O:34][CH2:35][CH3:36])[cH:29][cH:30][cH:31]3)[CH2:13][N:14]([C:44]([c:40]3[s:39][cH:43][cH:42][cH:41]3)=[O:45])[c:15]3[c:16]2[cH:17][c:18]([CH3:21])[cH:19][cH:20]3)[cH:3][cH:4][cH:5][cH:6]1.